Dataset: the Open Reaction Database (ORD), a public repository of structured organic reaction records. Task: describe an organic reaction: reactants, conditions, products, and yield Starting materials: C(C)(C)(C)OC(=O)N[C@H]1CCCCCC(C[C@H]2[C@](NC([C@H]3N(C1=O)C[C@@H](C3)OC3=NC1=CC=CC=C1N=C3)=O)(C2)C(=O)OCC)(F)F ((2R,6S,13aS,14aR,16aS)-ethyl 6-(tert-butoxycarbonylamino)-12,12-difluoro-5,16-dioxo-2-(quinoxalin-2-yloxy)octadecahydrocyclopropa[e]pyrrolo [1,2-a][1,4]diazacyclopentadecine-14a-carboxylate), C(C)(C)(C)OC(=O)N[C@H]1CCCCCC(C[C@H]2[C@](NC([C@H]3N(C1=O)C[C@@H](C3)OC3=NC1=CC=CC=C1N=C3C)=O)(C2)C(=O)OCC)(F)F ((2R,6S,13aS,14aR,16aS)-ethyl 6-(tert-butoxycarbonylamino)-12,12-difluoro-2-(3-methylquinoxalin-2-yloxy)-5,16-dioxooctadecahydrocyclopropa[e]pyrrolo[1,2-a][1,4]diazacyclopentadecine-14a-carboxylate). The product is C(C)(C)(C)OC(=O)N[C@H]1CCCCCC(C[C@H]2[C@](NC([C@H]3N(C1=O)C[C@@H](C3)OC3=NC1=CC=CC=C1N=C3C)=O)(C2)C(=O)O)(F)F ((2R,6S,13aS,14aR,16aS)-6-(tert-butoxycarbonylamino)-12,12-difluoro-2-(3-methylquinoxalin-2-yloxy)-5,16-dioxooctadecahydrocyclopropa[e]pyrrolo[1,2-a][1,4]diazacyclopentadecine-14a-carboxylic acid). RXN SMILES: C(OC(N[C@@H]1C(=O)N2C[C@H](OC3C=NC4C(=CC=CC=4)N=3)C[C@H]2C(=O)N[C@]2(C(OCC)=O)C[C@H]2CC(F)(F)CCCCC1)=O)(C)(C)C.[C:48]([O:52][C:53]([NH:55][C@@H:56]1[C:70](=[O:71])[N:69]2[CH2:72][C@H:73]([O:75][C:76]3[C:85]([CH3:86])=[N:84][C:83]4[C:78](=[CH:79][CH:80]=[CH:81][CH:82]=4)[N:77]=3)[CH2:74][C@H:68]2[C:67](=[O:87])[NH:66][C@:65]2([C:89]([O:91]CC)=[O:90])[CH2:88][C@H:64]2[CH2:63][C:62]([F:95])([F:94])[CH2:61][CH2:60][CH2:59][CH2:58][CH2:57]1)=[O:54])([CH3:51])([CH3:50])[CH3:49]>>[C:48]([O:52][C:53]([NH:55][C@@H:56]1[C:70](=[O:71])[N:69]2[CH2:72][C@H:73]([O:75][C:76]3[C:85]([CH3:86])=[N:84][C:83]4[C:78](=[CH:79][CH:80]=[CH:81][CH:82]=4)[N:77]=3)[CH2:74][C@H:68]2[C:67](=[O:87])[NH:66][C@:65]2([C:89]([OH:91])=[O:90])[CH2:88][C@H:64]2[CH2:63][C:62]([F:94])([F:95])[CH2:61][CH2:60][CH2:59][CH2:58][CH2:57]1)=[O:54])([CH3:51])([CH3:49])[CH3:50]. Procedure: Example 3b was prepared according to the procedure utilized for the preparation of Example 1 g, replacing the product of Example 1f with the product of Example 3a. The reactants are molar solution, [N+](=O)(O)[O-] (HNO3), C(C)N(C(=O)C=1C(=NC(=NC1)N1C(NC(C1)(C)C)=O)N)C1=C(C=CC(=C1)C(F)(F)F)F (4-amino-2-(4,4-dimethyl-2-oxo-1-imidazolidinyl)pyrimidine-5-carboxylic acid N-ethyl-N-(2-fluoro-5-trifluoromethylphenyl)amide), C(C)N(C(=O)C=1C(=NC(=NC1)N1C(NC(C1)(C)C)=O)N)C1=C(C=CC(=C1)C(F)(F)F)F (4-amino-2-(4,4-dimethyl-2-oxo-1-imidazolidinyl)pyrimidine-5-carboxylic acid N-ethyl-N-(2-fluoro-5-trifluoromethylphenyl)amide). Run in C(C)(=O)OCC (ethyl acetate), C(C)(=O)OCC (ethyl acetate). Run at time 1 hour. The product is [N+](=O)(O)[O-].C(C)N(C(=O)C=1C(=NC(=NC1)N1C(NC(C1)(C)C)=O)N)C1=C(C=CC(=C1)C(F)(F)F)F (4-amino-2-(4,4-dimethyl-2-oxo-1-imidazolidinyl)pyrimidine-5-carboxylic acid N-ethyl-N-(2-fluoro-5-trifluoromethylphenyl)amide nitrate). As a reaction SMILES: [N+:1]([O-:4])([OH:3])=[O:2].[CH2:5]([N:7]([C:25]1[CH:30]=[C:29]([C:31]([F:34])([F:33])[F:32])[CH:28]=[CH:27][C:26]=1[F:35])[C:8]([C:10]1[C:11]([NH2:24])=[N:12][C:13]([N:16]2[CH2:20][C:19]([CH3:22])([CH3:21])[NH:18][C:17]2=[O:23])=[N:14][CH:15]=1)=[O:9])[CH3:6]>C(OCC)(=O)C>[N+:1]([O-:4])([OH:3])=[O:2].[CH2:5]([N:7]([C:25]1[CH:30]=[C:29]([C:31]([F:34])([F:33])[F:32])[CH:28]=[CH:27][C:26]=1[F:35])[C:8]([C:10]1[C:11]([NH2:24])=[N:12][C:13]([N:16]2[CH2:20][C:19]([CH3:22])([CH3:21])[NH:18][C:17]2=[O:23])=[N:14][CH:15]=1)=[O:9])[CH3:6] |f:3.4|. Procedure details: 2.05 ml of a molar solution of HNO3 in ethyl acetate were added to a suspension of 881 mg (2 mmol) of 4-amino-2-(4,4-dimethyl-2-oxo-1-imidazolidinyl)pyrimidine-5-carboxylic acid N-ethyl-N-(2-fluoro-5-trifluoromethylphenyl)amide (compound I from Example 17) in 13.3 ml of ethyl acetate at room temperature. This briefly resulted in a solution, from which a crystalline substance separated out. The latter was, after stirring (in an ice bath) for 1 hour, filtered off with suction, washed with ethyl ac...